describe an organic reaction: reactants, conditions, products, and yield From a dataset of the Open Reaction Database (ORD), a public repository of structured organic reaction records. Starting materials: C(C)(C)(C)N=C=O (t-butylisocyanate), FC(C(=O)O)(F)F.O(C1=CC=CC=C1)C1=CC=C(C=C1)CCNCC1=CC=C(C=C1)C1CC(NS1(=O)=O)=O (5-[4-([2-(4-Phenoxyphenyl)ethyl]aminomethyl)phenyl]isothiazolidin-3-one 1,1-dioxide trifluoroacetate). The solvent is CN1C(CCC1)=O (N-methyl-pyrrolidinone), CN1C(CCC1)=O (N-methyl-pyrrolidinone), C(C)(C)N(C(C)C)CC (N,N-diisopropylethylamine). Reaction conditions: time 1 hour. Yields the product C(C)(C)(C)NC(N(CCC1=CC=C(C=C1)OC1=CC=CC=C1)CC1=CC=C(C=C1)C1CC(NS1(=O)=O)=O)=O (N′-(tert-butyl)-N-[4-(1,1-dioxido-3-oxoisothiazolidin-5-yl)benzyl]-N-[2-(4-phenoxyphenyl)ethyl]urea). RXN SMILES: FC(F)(F)C(O)=O.[O:8]([C:15]1[CH:20]=[CH:19][C:18]([CH2:21][CH2:22][NH:23][CH2:24][C:25]2[CH:30]=[CH:29][C:28]([CH:31]3[S:35](=[O:37])(=[O:36])[NH:34][C:33](=[O:38])[CH2:32]3)=[CH:27][CH:26]=2)=[CH:17][CH:16]=1)[C:9]1[CH:14]=[CH:13][CH:12]=[CH:11][CH:10]=1.[C:39]([N:43]=[C:44]=[O:45])([CH3:42])([CH3:41])[CH3:40]>CN1CCCC1=O.C(N(CC)C(C)C)(C)C>[C:39]([NH:43][C:44](=[O:45])[N:23]([CH2:24][C:25]1[CH:30]=[CH:29][C:28]([CH:31]2[S:35](=[O:37])(=[O:36])[NH:34][C:33](=[O:38])[CH2:32]2)=[CH:27][CH:26]=1)[CH2:22][CH2:21][C:18]1[CH:17]=[CH:16][C:15]([O:8][C:9]2[CH:14]=[CH:13][CH:12]=[CH:11][CH:10]=2)=[CH:20][CH:19]=1)([CH3:42])([CH3:41])[CH3:40] |f:0.1|. Reported procedure: 5-[4-([2-(4-Phenoxyphenyl)ethyl]aminomethyl)phenyl]isothiazolidin-3-one 1,1-dioxide trifluoroacetate (6.5 mg, 0.012 mmol) was dissolved in N-methyl-pyrrolidinone (100 μL) with N,N-diisopropylethylamine (10 μL). A solution of t-butylisocyanate in N-methyl-pyrrolidinone (100 μL) was added and the mixture stirred for 1 h. The mixture was purified by preparative LCMS to give the desired product. White solid, (6.5 mg, 100%). LCMS found for C22H21N2O5S (M+H)+: m/z=536.